From a dataset of the Open Reaction Database (ORD), a public repository of structured organic reaction records. describe an organic reaction: reactants, conditions, products, and yield The reactants are Cl.FC=1C=C(CN2N=CC(=C2)C2=CN(C3=NC=C(C=C32)C3=CC=C(C=C3)C3CCNCC3)S(=O)(=O)C3=CC=C(C)C=C3)C=CC1 (3-(1-(3-fluorobenzyl)-1H-pyrazol-4-yl)-5-(4-(piperidin-4-yl)phenyl)-1-tosyl-1H-pyrrolo[2,3-b]pyridine hydrochloride), [BH-](OC(=O)C)(OC(=O)C)OC(=O)C.[Na+] (Na(OAc)3BH), FC=1C=C(C=NC1N1CCNCC1)C=1C=C2C(=NC1)N(C=C2C=2C=NN(C2)CC2=CC(=CC=C2)F)S(=O)(=O)C2=CC=C(C)C=C2 (5-(5-fluoro-6-(piperazin-1-yl)pyridin-3-yl)-3-(1-(3-fluorobenzyl)-1H-pyrazol-4-yl)-1-tosyl-1H-pyrrolo[2,3-b]pyridine), C=O (paraformaldehyde). The reagents and catalysts are C(C)(=O)O (acetic acid). The solvent is ClC(C)Cl (dichloroethane). Product: FC=1C=C(C=NC1N1CCN(CC1)C)C=1C=C2C(=NC1)N(C=C2C=2C=NN(C2)CC2=CC(=CC=C2)F)S(=O)(=O)C2=CC=C(C)C=C2 (5-(5-fluoro-6-(4-methylpiperazin-1-yl)pyridin-3-yl)-3-(1-(3-fluorobenzyl)-1H-pyrazol-4-yl)-1-tosyl-1H-pyrrolo[2,3-b]pyridine). Isolated yield 89.0%. Reaction SMILES: Cl.F[C:3]1C=C(C=CC=1)CN1C=C(C2C3C(=NC=C(C4C=CC(C5CCNCC5)=CC=4)C=3)N(S(C3C=CC(C)=CC=3)(=O)=O)C=2)C=N1.[F:46][C:47]1[CH:48]=[C:49]([C:59]2[CH:60]=[C:61]3[C:67]([C:68]4[CH:69]=[N:70][N:71]([CH2:73][C:74]5[CH:79]=[CH:78][CH:77]=[C:76]([F:80])[CH:75]=5)[CH:72]=4)=[CH:66][N:65]([S:81]([C:84]4[CH:90]=[CH:89][C:87]([CH3:88])=[CH:86][CH:85]=4)(=[O:83])=[O:82])[C:62]3=[N:63][CH:64]=2)[CH:50]=[N:51][C:52]=1[N:53]1[CH2:58][CH2:57][NH:56][CH2:55][CH2:54]1.C=O.[BH-](OC(C)=O)(OC(C)=O)OC(C)=O.[Na+]>C(O)(=O)C.ClC(Cl)C>[F:46][C:47]1[CH:48]=[C:49]([C:59]2[CH:60]=[C:61]3[C:67]([C:68]4[CH:69]=[N:70][N:71]([CH2:73][C:74]5[CH:79]=[CH:78][CH:77]=[C:76]([F:80])[CH:75]=5)[CH:72]=4)=[CH:66][N:65]([S:81]([C:84]4[CH:90]=[CH:89][C:87]([CH3:88])=[CH:86][CH:85]=4)(=[O:82])=[O:83])[C:62]3=[N:63][CH:64]=2)[CH:50]=[N:51][C:52]=1[N:53]1[CH2:58][CH2:57][N:56]([CH3:3])[CH2:55][CH2:54]1 |f:0.1,4.5|. Procedure: Using similar reaction conditions as described in step-iii of example-133, 5-(5-fluoro-6-(piperazin-1-yl)pyridin-3-yl)-3-(1-(3-fluorobenzyl)-1H-pyrazol-4-yl)-1-tosyl-1H-pyrrolo[2,3-b]pyridine (170 mg, 0.272 mmol) was methylated using paraformaldehyde (24 mg, 0.816 mmol), Na(OAc)3BH (172 mg, 0.816 mmol) and 3 drops of acetic acid in dichloroethane (10 mL) to afford 154 mg (89% yield) of the titled compound. MS: m/z=640.6 (M+1). The reactants are Clc1ccc(CC2CO2)cc1, O=C1C(=O)c2ccccc2C2=C1SCC1(CCNCC1)O2. Product: O=C1C(=O)c2ccccc2C2=C1SCC1(CCN(CC(O)Cc3ccc(Cl)cc3)CC1)O2. RXN SMILES: [Cl:22][c:23]1[cH:24][cH:25][c:26]([CH2:27][CH:28]2[O:29][CH2:30]2)[cH:31][cH:32]1.[NH:1]1[CH2:2][CH2:3][C:4]2([CH2:5][S:6][C:7]3=[C:8]([O:9]2)[c:10]2[cH:11][cH:12][cH:13][cH:14][c:15]2[C:16](=[O:19])[C:17]3=[O:18])[CH2:20][CH2:21]1>>[N:1]1([CH2:30][CH:28]([CH2:27][c:26]2[cH:25][cH:24][c:23]([Cl:22])[cH:32][cH:31]2)[OH:29])[CH2:2][CH2:3][C:4]2([CH2:5][S:6][C:7]3=[C:8]([O:9]2)[c:10]2[cH:11][cH:12][cH:13][cH:14][c:15]2[C:16](=[O:19])[C:17]3=[O:18])[CH2:20][CH2:21]1. The reactants are CN1C=C(C2=CC(=C(C=C12)OCCN1CCOCC1)OC)C1=CC=2C(=NC=CC2)N1S(=O)(=O)C1=CC=C(C=C1)C (2-[1-methyl-5-methoxy-6-(2-morpholin-4-ylethoxy)-1H-indol-3-yl]-1-(toluene-4-sulfonyl)-1H-pyrrolo[2,3-b]pyridine), [OH-].[K+] (potassium hydroxide). The product is CN1C=C(C2=CC(=C(C=C12)OCCN1CCOCC1)OC)C1=CC=2C(=NC=CC2)N1 (2-[1-methyl-5-methoxy-6-(2-morpholin-4-ylethoxy)-1H-indol-3-yl]-1H-pyrrolo[2,3-b]pyridine). Isolated yield 66.7%. Reaction SMILES: [CH3:1][N:2]1[C:10]2[C:5](=[CH:6][C:7]([O:20][CH3:21])=[C:8]([O:11][CH2:12][CH2:13][N:14]3[CH2:19][CH2:18][O:17][CH2:16][CH2:15]3)[CH:9]=2)[C:4]([C:22]2[N:30](S(C3C=CC(C)=CC=3)(=O)=O)[C:25]3=[N:26][CH:27]=[CH:28][CH:29]=[C:24]3[CH:23]=2)=[CH:3]1.[OH-].[K+]>>[CH3:1][N:2]1[C:10]2[C:5](=[CH:6][C:7]([O:20][CH3:21])=[C:8]([O:11][CH2:12][CH2:13][N:14]3[CH2:19][CH2:18][O:17][CH2:16][CH2:15]3)[CH:9]=2)[C:4]([C:22]2[NH:30][C:25]3=[N:26][CH:27]=[CH:28][CH:29]=[C:24]3[CH:23]=2)=[CH:3]1 |f:1.2|. Procedure details: 2-[1-Methyl-5-methoxy-6-(2-morpholin-4-yl-ethoxy)-1H-indol-3-yl]-1H-pyrrolo[2,3-b]pyridine is prepared by following the procedure described in example 89a, but using 0.24 g of 2-[1-methyl-5-methoxy-6-(2-morpholin-4-ylethoxy)-1H-indol-3-yl]-1-(toluene-4-sulfonyl)-1H-pyrrolo[2,3-b]pyridine and 1.93 ml of a 5N aqueous potassium hydroxide solution. 0.116 g of 2-[1-methyl-5-methoxy-6-(2-morpholin-4-ylethoxy)-1H-indol-3-yl]-1H-pyrrolo[2,3-b]pyridine is obtained, the characteristics of which are as fol... The reactants are C(C)C1=CC(=NO1)[C@@H]1[C@H]([C@H](C(O1)O)O)O ((3R,4S,5R)-5-(5-ethylisoxazol-3-yl)tetrahydrofuran-2,3,4-triol), 1, C(C)(=O)OC(C)=O (acetic anhydride). Solvent: N1=CC=CC=C1 (pyridine). Conditions: temperature 22 celsius, time 18 hour. Product: C(C)(=O)O[C@@H]1[C@H](OC([C@@H]1OC(C)=O)OC(C)=O)C1=NOC(=C1)CC ((2R,3 R,4R)4,5-bis(acetyloxy)-2-(5-ethylisoxazol-3-yl)tetrahydrofuran-3-yl Acetate). As a reaction SMILES: [CH2:1]([C:3]1[O:7][N:6]=[C:5]([C@H:8]2[O:12][CH:11]([OH:13])[C@H:10]([OH:14])[C@@H:9]2[OH:15])[CH:4]=1)[CH3:2].C(O[C:20](=[O:22])[CH3:21])(=O)C>N1C=CC=CC=1>[C:3]([O:15][C@H:9]1[C@@H:10]([O:14][C:11](=[O:12])[CH3:10])[CH:11]([O:13][C:20](=[O:22])[CH3:21])[O:12][C@@H:8]1[C:5]1[CH:4]=[C:3]([CH2:1][CH3:2])[O:7][N:6]=1)(=[O:7])[CH3:1]. Reported procedure: (3R,4S,5R)-5-(5-ethylisoxazol-3-yl)tetrahydrofuran-2,3,4-triol isomer 1 (150 mg) was dissolved in pyridine (4 ml) and the mixture treated with acetic anhydride (0.983 ml). The resulting solution was stirred at 22° C. for 18 h. The mixture was concentrated in vacuo to afford a brown oil. Purification by chromatography on silica gel (Varian Bondelut SiO2 cartridge), eluting with (i) dichloromethane, (ii) ether (iii) ethyl acetate, afforded the title compound as a pale yellow solid (142 mg).